This data is from the Open Reaction Database (ORD), a public repository of structured organic reaction records. The task is: describe an organic reaction: reactants, conditions, products, and yield Reactants: O (water), C([O-])([O-])=O.[K+].[K+] (potassium carbonate), CI (methyl iodide), FC1=C(C=CC(=C1)F)NC1=C(C(=O)OC)C=C(C(=N1)O)F (methyl 2-(2,4-diflurophenylamino)-5-fluoro-6-hydroxynicotinate). The solvent is C(C)(=O)OCC (ethyl acetate), CN(C=O)C (N,N-dimethylformamide), C(C)(C)O (isopropyl alcohol). The product is FC1=C(C=CC(=C1)F)NC1=C(C(=O)OC)C=C(C(=N1)OC)F (methyl 2-(2,4-difluorophenylamino)-5-fluoro-6-methoxynicotinate). The yield is 90.7%. As a reaction SMILES: [F:1][C:2]1[CH:7]=[C:6]([F:8])[CH:5]=[CH:4][C:3]=1[NH:9][C:10]1[N:19]=[C:18]([OH:20])[C:17]([F:21])=[CH:16][C:11]=1[C:12]([O:14][CH3:15])=[O:13].[C:22](=O)([O-])[O-].[K+].[K+].CI.O>CN(C)C=O.C(O)(C)C.C(OCC)(=O)C>[F:1][C:2]1[CH:7]=[C:6]([F:8])[CH:5]=[CH:4][C:3]=1[NH:9][C:10]1[N:19]=[C:18]([O:20][CH3:22])[C:17]([F:21])=[CH:16][C:11]=1[C:12]([O:14][CH3:15])=[O:13] |f:1.2.3|. Procedure: In 5 ml of N,N-dimethylformamide was dissolved 200 mg of methyl 2-(2,4-diflurophenylamino)-5-fluoro-6-hydroxynicotinate, and thereto were added 110 mg of potassium carbonate and 0.11 g of methyl iodide at room temperature, after which the resulting mixture was subjected to reaction at the same temperature for 1 hour. To the reaction mixture were added 20 ml of water and 20 ml of ethyl acetate, and the organic layer was separated, washed successively with 10 ml of water and 10 ml of saturated aqu... Reactants: ClC=1C=CC2=C(CCC3=C(C2=O)C=CC=C3OCCN3CCOCC3)C1 (8-chloro-1-(2-morpholin-4-yl-ethoxy)-10,11-dihydrodibenzo[a,d]cyclohepten-5-one), FC1=C(N)C=CC(=C1)F (2,4-difluoroaniline), P (phosphine), O([Na])C(C)(C)C (NaOtert-Bu), C1(=CC=CC=C1)C (toluene). The reagents and catalysts are CC(=O)[O-].CC(=O)[O-].[Pd+2] (Pd(OAc)2). Run in C(C)(C)(C)O (tert-BuOH). The product is FC1=C(C=CC(=C1)F)NC1=CC2=C(C(C3=C(CC2)C=C(C=C3)OCCN3CCOCC3)=O)C=C1 (2-(2,4-Difluorophenylamino)-8-(2-morpholin-4-yl-ethoxy)-10,11-dihydrodibenzo[a,d]cyclohepten-5-one). Reaction SMILES: ClC1C=CC2[C:11](=O)[C:10]3[CH:13]=[CH:14][CH:15]=[C:16]([O:17][CH2:18][CH2:19][N:20]4[CH2:25][CH2:24][O:23][CH2:22][CH2:21]4)[C:9]=3CCC=2C=1.[F:27][C:28]1[CH:34]=[C:33]([F:35])[CH:32]=[CH:31][C:29]=1[NH2:30].P.[O:37]([C:39](C)(C)C)[Na].[C:43]1([CH3:49])[CH:48]=[CH:47][CH:46]=[CH:45][CH:44]=1>C(O)(C)(C)C.CC([O-])=O.CC([O-])=O.[Pd+2]>[F:27][C:28]1[CH:34]=[C:33]([F:35])[CH:32]=[CH:31][C:29]=1[NH:30][C:45]1[CH:46]=[CH:47][C:48]2[C:39](=[O:37])[C:13]3[CH:14]=[CH:15][C:16]([O:17][CH2:18][CH2:19][N:20]4[CH2:21][CH2:22][O:23][CH2:24][CH2:25]4)=[CH:9][C:10]=3[CH2:11][CH2:49][C:43]=2[CH:44]=1 |f:6.7.8|. Procedure: For the synthesis of the title compound, 0.45 g (0.0013 mol) of 8-chloro-1-(2-morpholin-4-yl-ethoxy)-10,11-dihydrodibenzo[a,d]cyclohepten-5-one, 0.20 g (0.0015 mol) of 2,4-difluoroaniline, 2 spatula tips of Pd(OAc)2, 0.14 g of phosphine ligand and 0.70 g (0.0073 mol) of NaOtert-Bu in 10 ml of toluene and 2 ml of tert-BuOH are reacted by method O. Starting materials: ClC=1N=C(NC1C=O)C1=CC=CC=C1 (4-chloro-5-formyl-2-phenylimidazole), BrC1=CC(=C(CBr)C=C1)Cl (4-bromo-2-chlorobenzyl bromide), ClC=1N=C(NC1C=O)C1=CC=CC=C1 (4-chloro-5-formyl-2-phenylimidazole). Product: ClC=1N=C(N(C1C=O)CC1=C(C=C(C=C1)Br)Cl)C1=CC=CC=C1 (4-Chloro-1-[(4-bromo-2-chlorophenyl)methyl]-5-formyl-2-phenyl-imidazole). As a reaction SMILES: [Cl:1][C:2]1[N:3]=[C:4]([C:9]2[CH:14]=[CH:13][CH:12]=[CH:11][CH:10]=2)[NH:5][C:6]=1[CH:7]=[O:8].[Br:15][C:16]1[CH:23]=[CH:22][C:19]([CH2:20]Br)=[C:18]([Cl:24])[CH:17]=1>>[Cl:1][C:2]1[N:3]=[C:4]([C:9]2[CH:10]=[CH:11][CH:12]=[CH:13][CH:14]=2)[N:5]([CH2:20][C:19]2[CH:22]=[CH:23][C:16]([Br:15])=[CH:17][C:18]=2[Cl:24])[C:6]=1[CH:7]=[O:8]. Procedure details: The title compound was prepared by reaction of 4-chloro-5-formyl-2-phenylimidazole with 4-bromo-2-chlorobenzyl bromide according to the process mentioned in Example 1a). In this case, starting from 2.0 g (9.68 mmol) of 4-chloro-5-formyl-2-phenylimidazole, 2.6 g of the title compound was obtained. Starting materials: CC(O)C1CC1, [Cl-], Clc1cc(Cl)ncn1, [H-], [NH4+], [Na+], C1CCOC1. The product is CC(Oc1cc(Cl)ncn1)C1CC1. RXN SMILES: [CH:3]1([CH:6]([CH3:7])[OH:8])[CH2:4][CH2:5]1.[Cl-:17].[Cl:9][c:10]1[n:11][cH:12][n:13][c:14]([Cl:16])[cH:15]1.[H-:1].[NH4+:18].[Na+:2].[O:19]1[CH2:20][CH2:21][CH2:22][CH2:23]1>>[CH:3]1([CH:6]([CH3:7])[O:8][c:14]2[n:13][cH:12][n:11][c:10]([Cl:9])[cH:15]2)[CH2:4][CH2:5]1. The reactants are ClC1=NC2=CC=CC=C2C=C1 (2-chloroquinoline), COCCOCOC=1C=C(C=CC1)CO ([3-(2-Methoxy-ethoxymethoxy)-phenyl]-methanol), [H-].[Na+] (NaH). Solvent: CS(=O)C (DMSO), CS(=O)C (DMSO), CCOC(=O)C (EtOAc). Conditions: time 20 minute. Product: COCCOCOC=1C=C(COC2=NC3=CC=CC=C3C=C2)C=CC1 (2-[3-(2-Methoxy-ethoxymethoxy)-benzyloxy]-quinoline). Reaction SMILES: [H-].[Na+].[CH3:3][O:4][CH2:5][CH2:6][O:7][CH2:8][O:9][C:10]1[CH:11]=[C:12]([CH2:16][OH:17])[CH:13]=[CH:14][CH:15]=1.Cl[C:19]1[CH:28]=[CH:27][C:26]2[C:21](=[CH:22][CH:23]=[CH:24][CH:25]=2)[N:20]=1>CS(C)=O.CCOC(C)=O>[CH3:3][O:4][CH2:5][CH2:6][O:7][CH2:8][O:9][C:10]1[CH:11]=[C:12]([CH:13]=[CH:14][CH:15]=1)[CH2:16][O:17][C:19]1[CH:28]=[CH:27][C:26]2[C:21](=[CH:22][CH:23]=[CH:24][CH:25]=2)[N:20]=1 |f:0.1|. Procedure: To a suspension of 60% NaH (44 mg, 1.1 mmol) in DMSO (2 mL) is added dropwise a solution of [3-(2-methoxy-ethoxymethoxy)-phenyl]-methanol (212 mg, 1.0 mmol, example 72) in DMSO (1 mL). Let stir 20 min. then added 2-chloroquinoline (180 mg, 1.1 mmol) and heated to 100° C. for 1 hr. Cooled reaction mixture to room temp. and diluted with EtOAc. The organic layer is washed with sat. NH4Cl soln., brine, dried over MgSO4 and concentrated. The residue is purified by flash chromatography (silica, 25% et... Reactants: ClC1=NC(=CC(=N1)Cl)C1=CC=CC=C1 (2,4-dichloro-6-phenylpyrimidine), ClC1=NC(=CC(=N1)Cl)C1=CC=CC=C1 (2,4-dichloro-6-phenylpyrimidine), ClC1=NC(=CC(=N1)Cl)C1=CC=CC=C1 (2,4-dichloro-6-phenylpyrimidine), C(#N)C=1C=C(C=CC1)B(O)O (3-cyanophenylboronic acid). Yields the product ClC1=NC(=CC(=N1)C1=CC(=CC=C1)C#N)C1=CC=CC=C1 (2-chloro-4-(3-cyanophenyl)-6-phenylpyrimidine). Reaction SMILES: [C:1]([C:3]1[CH:4]=[C:5](B(O)O)[CH:6]=[CH:7][CH:8]=1)#[N:2].[Cl:12][C:13]1[N:18]=[C:17](Cl)[CH:16]=[C:15]([C:20]2[CH:25]=[CH:24][CH:23]=[CH:22][CH:21]=2)[N:14]=1>>[Cl:12][C:13]1[N:18]=[C:17]([C:7]2[CH:6]=[CH:5][CH:4]=[C:3]([C:1]#[N:2])[CH:8]=2)[CH:16]=[C:15]([C:20]2[CH:25]=[CH:24][CH:23]=[CH:22][CH:21]=2)[N:14]=1. Procedure details: 2-chloro-4-(3-cyanophenyl)-6-phenylpyrimidine was synthesized by the same method as in syntheses of 2,4-dichloro-6-phenylpyrimidine in the above (3-1-1), except that 2,4-dichloro-6-phenylpyrimidine was used in place of 2,4,6-trichloropyrimidine and that 3-cyanophenylboronic acid was used in place of phenylboronic acid.